This data is from the Open Reaction Database (ORD), a public repository of structured organic reaction records. The task is: describe an organic reaction: reactants, conditions, products, and yield Reactants: C1(CCCC1)OC1=C(N)C=CC=C1 (2-Cyclopentoxyaniline), C(O)N1C(CCC1)=O (N-methylolpyrrolidone), C=1(C(=CC=CC1)C)C (xylene). Solvent: O (water). The product is C=NC1=C(C(=CC=C1)N1C(CCC1)=O)OC1CCCC1 (N-Methylenepyrrolidonyl-2-Cyclopentoxyaniline). The yield is 51.6%. Reaction SMILES: [CH:1]1([O:6][C:7]2[CH:13]=[CH:12][CH:11]=[CH:10][C:8]=2[NH2:9])[CH2:5][CH2:4][CH2:3][CH2:2]1.C([N:16]1[CH2:20][CH2:19][CH2:18][C:17]1=[O:21])O.[C:22]1(C)C(C)=CC=CC=1>O>[CH2:22]=[N:9][C:8]1[CH:10]=[CH:11][CH:12]=[C:13]([N:16]2[CH2:20][CH2:19][CH2:18][C:17]2=[O:21])[C:7]=1[O:6][CH:1]1[CH2:5][CH2:4][CH2:3][CH2:2]1. Procedure: 2-Cyclopentoxyaniline (10.0 g, 0.057 mole), N-methylolpyrrolidone (9.75 g, 0.85 mole) and xylene (25 cc) were refluxed under azeotropic conditions with the removal of 1.5 cc of water. The xylene was removed by rotary evaporation and the product was crystallized from 100 cc of hexane to yield 8.0 g (51.6%) of product, m.p. 87°-87.5° C. Starting materials: N (ammonia), FC(CN=C(NC1=CN=CC(=N1)SCCCC(=O)O)N)(F)F (4-[6-(2-[2,2,2-trifluoroethyl]guanidino)pyrazin-2-ylthio]butyric acid), ClC(=O)OCC (ethyl chloroformate), C(\C=C/C(=O)O)(=O)O (maleic acid). Run in CCOC(=O)C (EtOAc), CCO (EtOH), C(C)N(CC)CC (triethylamine), C1CCOC1 (THF), C1CCOC1 (THF), CCOC(=O)C (EtOAc). Reaction conditions: time 30 minute. Yields the product C(\C=C/C(=O)O)(=O)O.FC(CN=C(NC1=CN=CC(=N1)SCCCC(=O)N)N)(F)F (4-[ 6-(2-[2,2,2-trifluoroethyl]guanidino)pyrazin-2-ylthio]butyramide maleate). Isolated yield 30.0%. RXN SMILES: [F:1][C:2]([F:22])([F:21])[CH2:3][N:4]=[C:5]([NH2:20])[NH:6][C:7]1[N:12]=[C:11]([S:13][CH2:14][CH2:15][CH2:16][C:17](O)=[O:18])[CH:10]=[N:9][CH:8]=1.ClC(OCC)=O.[NH3:29].[C:30]([OH:37])(=[O:36])/[CH:31]=[CH:32]\[C:33]([OH:35])=[O:34]>C1COCC1.CCOC(C)=O.CCO.C(N(CC)CC)C>[C:30]([OH:37])(=[O:36])/[CH:31]=[CH:32]\[C:33]([OH:35])=[O:34].[F:1][C:2]([F:22])([F:21])[CH2:3][N:4]=[C:5]([NH2:20])[NH:6][C:7]1[N:12]=[C:11]([S:13][CH2:14][CH2:15][CH2:16][C:17]([NH2:29])=[O:18])[CH:10]=[N:9][CH:8]=1 |f:8.9|. Procedure: To a suspension of 4-[6-(2-[2,2,2-trifluoroethyl]guanidino)pyrazin-2-ylthio]butyric acid (0.25 g.) in THF (10 ml) at 0° was added triethylamine (0.082 g.), followed by ethyl chloroformate (0.088 g.) and the mixture was stirred for 30 minutes. A solution of ammonia in THF (5 ml.) was added and the mixture stirred again for 30 minutes, the temperature being allowed to rise to room temperature. The mixture was evaporated in vacuo, aqueous solution bicarbonate (5 ml.) was added and the mixture extra... The reactants are COC(=O)[C@@H]1CCCCOC=2C=CC(C[C@@H](C(N[C@H](C(N1)=O)C(C)C)=O)NC(=O)OC(C)(C)C)=CC2 ((7S,10S,13S)-13-tert-Butoxycarbonylamino-10-isopropyl-9,12-dioxo-2-oxa-8,11-diazabicyclo[13.2.2]nonadeca-1(18),15(19),16-triene-7-carboxylic acid methyl ester), Cl (HCl). Solvent: O1CCOCC1 (1,4-dioxane). Run at time 16 hour. Product: Cl.COC(=O)[C@@H]1CCCCOC=2C=CC(C[C@@H](C(N[C@H](C(N1)=O)C(C)C)=O)N)=CC2 ((7S,10S,13S)-13-Amino-10-isopropyl-9,12-dioxo-2-oxa-8,11-diaza-bicyclo[13.2.2]nonadeca-1-(18),15(19),16-triene-7-carboxylic acid methyl ester hydrogen chloride salt). RXN SMILES: [CH3:1][O:2][C:3]([C@H:5]1[NH:21][C:20](=[O:22])[C@H:19]([CH:23]([CH3:25])[CH3:24])[NH:18][C:17](=[O:26])[C@@H:16]([NH:27]C(OC(C)(C)C)=O)[CH2:15][C:14]2=[CH:35][CH:36]=[C:11]([CH:12]=[CH:13]2)[O:10][CH2:9][CH2:8][CH2:7][CH2:6]1)=[O:4].[ClH:37]>O1CCOCC1>[ClH:37].[CH3:1][O:2][C:3]([C@H:5]1[NH:21][C:20](=[O:22])[C@H:19]([CH:23]([CH3:25])[CH3:24])[NH:18][C:17](=[O:26])[C@@H:16]([NH2:27])[CH2:15][C:14]2=[CH:35][CH:36]=[C:11]([CH:12]=[CH:13]2)[O:10][CH2:9][CH2:8][CH2:7][CH2:6]1)=[O:4] |f:3.4|. Reported procedure: Methyl ester 46 (0.4 g) was dissolved in 4M HCl in 1,4-dioxane (10 mL). The solution was stirred at rt for 16 h before being concentrated in vacuo to yield a brown solid, 0.38 g, 100%. Starting materials: CCOC(C)=O, C, CCN(C(C)C)C(C)C, O=S(=O)(NCCO)c1ccc(I)cc1, O=S(=O)(Cl)Cl. Yields the product CS(=O)(=O)OCCNS(=O)(=O)c1ccc(I)cc1. Reaction SMILES: [CH3:30][CH2:31][O:32][C:33]([CH3:34])=[O:35].[CH4:15].[CH:1]([N:2]([CH:3]([CH3:4])[CH3:5])[CH2:6][CH3:7])([CH3:8])[CH3:9].[OH:16][CH2:17][CH2:18][NH:19][S:20](=[O:21])(=[O:22])[c:23]1[cH:24][cH:25][c:26]([I:29])[cH:27][cH:28]1.[S:10](=[O:11])(=[O:12])([Cl:13])[Cl:14]>>[S:10](=[O:11])(=[O:12])([CH3:15])[O:16][CH2:17][CH2:18][NH:19][S:20](=[O:21])(=[O:22])[c:23]1[cH:24][cH:25][c:26]([I:29])[cH:27][cH:28]1. The reactants are BrCC=C(CCC=C(CCC=C(CCC=C(C)C)C)C)C (1-bromo-3,7,11,15-tetramethyl-2,6,10,14-hexadecatetraene), NCC12CCCN2CCC1 (5-aminomethyl-1-azabicyclo[3.3.0]octane). Run in C(C)O (ethanol), C(C)O (ethanol). Reaction conditions: time 5 hour. Yields the product CC(=CCNCC12CCCN2CCC1)CCC=C(CCC=C(CCC=C(C)C)C)C (5-{[(3,7,11,15-Tetramethyl-2,6,10,14-hexadecatetraen-1-yl)amino]methyl}-1-azabicyclo[3.3.0]octane). The yield is 49.8%. Reaction SMILES: Br[CH2:2][CH:3]=[C:4]([CH3:21])[CH2:5][CH2:6][CH:7]=[C:8]([CH3:20])[CH2:9][CH2:10][CH:11]=[C:12]([CH3:19])[CH2:13][CH2:14][CH:15]=[C:16]([CH3:18])[CH3:17].[NH2:22][CH2:23][C:24]12[CH2:31][CH2:30][CH2:29][N:28]1[CH2:27][CH2:26][CH2:25]2>C(O)C>[CH3:21][C:4]([CH2:5][CH2:6][CH:7]=[C:8]([CH3:20])[CH2:9][CH2:10][CH:11]=[C:12]([CH3:19])[CH2:13][CH2:14][CH:15]=[C:16]([CH3:18])[CH3:17])=[CH:3][CH2:2][NH:22][CH2:23][C:24]12[CH2:31][CH2:30][CH2:29][N:28]1[CH2:27][CH2:26][CH2:25]2. Reported procedure: Under an atmosphere of argon, a solution of 1-bromo-3,7,11,15-tetramethyl-2,6,10,14-hexadecatetraene [6.90 g, 19.5 mmol, prepared as described in Example 5-a)] in 138 ml of ethanol was added in dropwise to a solution of 5-aminomethyl-1-azabicyclo[3.3.0]octane (3.3 g, 23.6 mmol) in 35 ml of ethanol at the temperature below 0° C. The reaction mixture was allowed to warm slowly from 0°-20° C. and then stirred at 20°-25° C. for 5 hours. The resulting solution was treated as described in Example 8 to... The reactants are P(Cl)(Cl)Cl (phosphorus trichloride), [H-].[Na+] (sodium hydride), ClC1=[N+](C=C(C=C1)CN1CCOCC1)[O-] (2-chloro-5-(morpholin-4-ylmethyl)pyridine 1-oxide), C(#N)C=1C=C2CC(NC2=CC1)=O (5-cyanooxindole). Run in C(C)(=O)OCC (ethyl acetate), CN(C=O)C (N,N-dimethylformamide). Conditions: time 10 minute. The product is OC=1NC2=CC=C(C=C2C1C1=NC=C(C=C1)CN1CCOCC1)C#N (2-Hydroxy-3-[5-(morpholin-4-ylmethyl)pyridin-2-yl]-1H-indole-5-carbonitrile). Isolated yield 44.5%. Reaction SMILES: [H-].[Na+].[C:3]([C:5]1[CH:6]=[C:7]2[C:11](=[CH:12][CH:13]=1)[NH:10][C:9](=[O:14])[CH2:8]2)#[N:4].Cl[C:16]1[CH:21]=[CH:20][C:19]([CH2:22][N:23]2[CH2:28][CH2:27][O:26][CH2:25][CH2:24]2)=[CH:18][N+:17]=1[O-].P(Cl)(Cl)Cl>CN(C)C=O.C(OCC)(=O)C>[OH:14][C:9]1[NH:10][C:11]2[C:7]([C:8]=1[C:16]1[CH:21]=[CH:20][C:19]([CH2:22][N:23]3[CH2:28][CH2:27][O:26][CH2:25][CH2:24]3)=[CH:18][N:17]=1)=[CH:6][C:5]([C:3]#[N:4])=[CH:13][CH:12]=2 |f:0.1|. Procedure details: To a suspension of sodium hydride (105 mg, 2.62 mmol, 60% in oil) in N,N-dimethylformamide (2 mL) was added 5-cyanooxindole (310 mg, 1.96 mmol). The mixture was stirred at room temperature for 10 min. To the obtained yellowish solution was added 2-chloro-5-(morpholin-4-ylmethyl)pyridine 1-oxide (299 mg, 1.31 mmol) and the mixture was heated under nitrogen at 130° C. for 30 min. The dark reaction mixture was allowed to cool and the solvent was removed in vacuo. The residue was partitioned between... Reactants: COC(=O)C1=CCCN(CCC2COc3ccccc3O2)C1, [H-], [Na+], C1CCOC1, OCc1ccccc1. The product is COC(=O)C1CN(CCC2COc3ccccc3O2)CCC1OCc1ccccc1. Reaction SMILES: [CH3:11][O:12][C:13](=[O:14])[C:15]1=[CH:20][CH2:19][CH2:18][N:17]([CH2:21][CH2:22][CH:23]2[CH2:24][O:25][c:26]3[c:27]([cH:29][cH:30][cH:31][cH:32]3)[O:28]2)[CH2:16]1.[H-:9].[Na+:10].[O:33]1[CH2:34][CH2:35][CH2:36][CH2:37]1.[OH:1][CH2:2][c:3]1[cH:4][cH:5][cH:6][cH:7][cH:8]1>>[O:1]([CH2:2][c:3]1[cH:4][cH:5][cH:6][cH:7][cH:8]1)[CH:20]1[CH:15]([C:13]([O:12][CH3:11])=[O:14])[CH2:16][N:17]([CH2:21][CH2:22][CH:23]2[CH2:24][O:25][c:26]3[c:27]([cH:29][cH:30][cH:31][cH:32]3)[O:28]2)[CH2:18][CH2:19]1.